The task is: describe an organic reaction: reactants, conditions, products, and yield. This data is from the Open Reaction Database (ORD), a public repository of structured organic reaction records. The reactants are C1CCOC1, CO, COC(=O)c1cc(CNC(=O)OC(C)(C)C)ccc1NC(=O)CC1CCc2cc(Cl)cc3[nH]c(=O)c(=O)n1c23, [Na+], [OH-]. Yields the product CC(C)(C)OC(=O)NCc1ccc(NC(=O)CC2CCc3cc(Cl)cc4[nH]c(=O)c(=O)n2c34)c(C(=O)O)c1. As a reaction SMILES: [CH2:40]1[O:41][CH2:42][CH2:43][CH2:44]1.[CH3:45][OH:46].[Cl:1][c:2]1[cH:3][c:4]2[c:5]3[n:6]([c:7](=[O:13])[c:8](=[O:12])[nH:9][c:10]3[cH:11]1)[CH:14]([CH2:17][C:18]([NH:19][c:20]1[c:21]([C:35](=[O:36])[O:37][CH3:38])[cH:22][c:23]([CH2:26][NH:27][C:28](=[O:29])[O:30][C:31]([CH3:32])([CH3:33])[CH3:34])[cH:24][cH:25]1)=[O:39])[CH2:15][CH2:16]2.[Na+:48].[OH-:47]>>[Cl:1][c:2]1[cH:3][c:4]2[c:5]3[n:6]([c:7](=[O:13])[c:8](=[O:12])[nH:9][c:10]3[cH:11]1)[CH:14]([CH2:17][C:18]([NH:19][c:20]1[c:21]([C:35](=[O:36])[OH:37])[cH:22][c:23]([CH2:26][NH:27][C:28](=[O:29])[O:30][C:31]([CH3:32])([CH3:33])[CH3:34])[cH:24][cH:25]1)=[O:39])[CH2:15][CH2:16]2. Starting materials: CC=1N=C2N(C=CC=C2C(=O)OCC)C1S(=O)(=O)O (Ethyl 2-methyl-3-sulfo-imidazo[1,2-a]pyridine-8-carboxylate), C(CC)N(CCC)CCC (tri-n-propylamine), P(=O)(Cl)(Cl)Cl (Phosphorus oxychloride). The solvent is C(C)#N (acetonitrile). The product is CC=1N=C2N(C=CC=C2C(=O)OCC)C1S(=O)(=O)Cl (ethyl 2-methyl-3-chlorosulfonyl-imidazo[1,2-a]-pyridine-8-carboxylate). Yield: 66.3%. RXN SMILES: [CH3:1][C:2]1[N:3]=[C:4]2[C:9]([C:10]([O:12][CH2:13][CH3:14])=[O:11])=[CH:8][CH:7]=[CH:6][N:5]2[C:15]=1[S:16]([OH:19])(=O)=[O:17].C(N(CCC)CCC)CC.P(Cl)(Cl)([Cl:32])=O>C(#N)C>[CH3:1][C:2]1[N:3]=[C:4]2[C:9]([C:10]([O:12][CH2:13][CH3:14])=[O:11])=[CH:8][CH:7]=[CH:6][N:5]2[C:15]=1[S:16]([Cl:32])(=[O:19])=[O:17]. Procedure details: Ethyl 2-methyl-3-sulfo-imidazo[1,2-a]pyridine-8-carboxylate (1.7 g) and tri-n-propylamine (2.6 g) were added to acetonitrile (17 ml). Phosphorus oxychloride (1.1 ml) was added to the mixture, keeping the inner temperature to 50°-60° C. Then, the mixture was allowed to react at the same temperature for an hour. After completion of the reaction, the mixture was concentrated under reduced pressure, and water was added to the residue. The precipitated crystals were collected by filtration, washed wi... Starting materials: CC(=O)C1=CC(=C(C=C1O)O)OC (2,4-dihydroxy-5-methoxyacetophenone), K2C3, ClCCCBr (3-chlorobromopropane), CC(=O)C (acetone). Solvent: O (H2O). The product is ClCCCOC1=CC(=C(C=C1OC)C(C)=O)O (1-[4-(3-Chloropropoxy)-2-hydroxy-5-methoxyphenyl]ethanone). The yield is 70.3%. As a reaction SMILES: [CH3:1][C:2]([C:4]1[C:9]([OH:10])=[CH:8][C:7]([OH:11])=[C:6]([O:12][CH3:13])[CH:5]=1)=[O:3].[Cl:14][CH2:15][CH2:16][CH2:17]Br.CC(C)=O>O>[Cl:14][CH2:15][CH2:16][CH2:17][O:11][C:7]1[C:6]([O:12][CH3:13])=[CH:5][C:4]([C:2](=[O:3])[CH3:1])=[C:9]([OH:10])[CH:8]=1. Procedure details: A mixture of 2,4-dihydroxy-5-methoxyacetophenone (1.4 g, 7.7 mmol), K2C3 (1.4 g, 10.0 mmol), 3-chlorobromopropane (1.6 g, 10.0 mmol) and acetone (25 mL) was stirred and refluxed under N2 for 16 hours. The reaction was poured into H2O, and the aqueous suspension was extracted with ethyl acetate. The extract was washed (H2O, brine) dried (MgSO4) and concentrated to yield 1.4 g of an off-white solid. Recrystallization twice from ethanol afforded 0.4 g of the alkylated phenol as a solid, m.p. 99°-10... The reactants are P(=O)(Cl)(Cl)Cl (phosphoryl chloride), O=C1SCCC1NC(C)=O (N-(2-oxotetrahydrothiophen-3-yl)acetamide), CN(C=O)C (dimethylformamide), C(C)(=O)[O-].[Na+] (sodium acetate), ice water. Run at temperature 90 celsius, time 2 hour. Yields the product ClC1=CC=C2C(=N1)C(=CS2)C=O (5-chlorothieno[3,2-b]pyridine-3-carbaldehyde). Yield: 18.0%. RXN SMILES: P(Cl)(Cl)([Cl:3])=O.O=[C:7]1[CH:11](NC(=O)C)[CH2:10][CH2:9][S:8]1.[C:16]([O-:19])(=O)[CH3:17].[Na+].[CH3:21][N:22]([CH3:25])C=O>>[Cl:3][C:25]1[N:22]=[C:21]2[C:17]([CH:16]=[O:19])=[CH:7][S:8][C:9]2=[CH:10][CH:11]=1 |f:2.3|. Procedure details: To the solution of phosphoryl chloride 14.9 ml (160 mmol) in dimethylformamide 45 ml, N-(2-oxotetrahydrothiophen-3-yl)acetamide 12.74 g (80 mmol) was added portion wise and stirred at 90° C. for 2 hours. The reaction mixture was poured into ice water 400 ml and followed by addition of saturated sodium acetate 500 ml. The solution was extracted by ethyl acetate 1000 ml. The organic phase was washed with water 300 ml and brine 200 ml. Then the organic phase was dried over magnesium sulfate, filter... The reactants are FC(F)(F)c1ccc(-c2ccc(CBr)cc2)cc1, CCOC(C)=O, CCCCCC, CN(C)C=O, CCOC(C)=O, N#C[K], O. The product is N#CCc1ccc(-c2ccc(C(F)(F)F)cc2)cc1. As a reaction SMILES: [Br:1][CH2:2][c:3]1[cH:4][cH:5][c:6](-[c:9]2[cH:10][cH:11][c:12]([C:15]([F:16])([F:17])[F:18])[cH:13][cH:14]2)[cH:7][cH:8]1.[C:28]([O:29][CH2:30][CH3:31])(=[O:32])[CH3:33].[CH3:22][CH2:23][CH2:24][CH2:25][CH2:26][CH3:27].[CH3:34][N:35]([CH3:36])[CH:37]=[O:38].[CH3:39][CH2:40][O:41][C:42](=[O:43])[CH3:44].[K:19][C:20]#[N:21].[OH2:45]>>[CH2:2]([c:3]1[cH:4][cH:5][c:6](-[c:9]2[cH:10][cH:11][c:12]([C:15]([F:16])([F:17])[F:18])[cH:13][cH:14]2)[cH:7][cH:8]1)[C:20]#[N:21]. Starting materials: N=1ON=C2C1C=CC(=C2)C=O (2,1,3-Benzoxadiazole-5-carboxaldehyde), C1CC(=O)CC1=O (1,3-cyclopentadione), NC1=CC(NN1C)=O (5-amino-1-methyl-1,2-dihydropyrazol-3-one). Yields the product N=1ON=C2C1C=CC(=C2)C2C1=C(NC3=C2C(NN3C)=O)CCC1=O (4-(2,1,3-benzoxadiazol-5-yl)-1-methyl-1,2,4,6,7,8-hexahydrocyclopenta[b]pyrazolo[4,3-e]pyridine-3,5-dione). Yield: 52.6%. RXN SMILES: [N:1]1[O:2][N:3]=[C:4]2[CH:9]=[C:8]([CH:10]=O)[CH:7]=[CH:6][C:5]=12.[CH2:12]1[C:17](=O)[CH2:16][C:14](=[O:15])[CH2:13]1.[NH2:19][C:20]1[N:24]([CH3:25])[NH:23][C:22](=[O:26])[CH:21]=1>>[N:1]1[O:2][N:3]=[C:4]2[CH:9]=[C:8]([CH:10]3[C:21]4[C:22](=[O:26])[NH:23][N:24]([CH3:25])[C:20]=4[NH:19][C:17]4[CH2:12][CH2:13][C:14](=[O:15])[C:16]3=4)[CH:7]=[CH:6][C:5]=12. Procedure: 2,1,3-Benzoxadiazole-5-carboxaldehyde (0.15 g, 1.0 mmol), prepared as described in (Gasco, A. M., Ermondi, G. Eur. J. Med. Chem., (1996) 31, 3), 1,3-cyclopentadione (0.1 g, 1.0 mmol), and 5-amino-1-methyl-1,2-dihydropyrazol-3-one (0.11 g, 1.0 mmol) were processed as described in Example 1 to provide 0.17 g of the title compound. 1H NMR (300 MHz, DMSO-d6) δ 2.32 (m, 2H), 2.71 (m, 2H), 3.51 (s, 3H), 4.87 (s, 1H), 7.5 (dd, 1H), 7.6 (s, 1H), 7.9 (d, 1H), 9.61 (bs, 1H), 10.52 (s, 1H);